Dataset: the Open Reaction Database (ORD), a public repository of structured organic reaction records. Task: describe an organic reaction: reactants, conditions, products, and yield Reactants: C1CCOC1, CNC, [K+], CC#Cc1cc(Cl)nc(Nc2ccccc2)n1, [OH-], O. Product: CC#Cc1cc(N(C)C)nc(Nc2ccccc2)n1. Reaction SMILES: [CH2:23]1[O:24][CH2:25][CH2:26][CH2:27]1.[CH3:18][NH:19][CH3:20].[K+:22].[NH:1]([c:2]1[cH:3][cH:4][cH:5][cH:6][cH:7]1)[c:8]1[n:9][c:10]([C:15]#[C:16][CH3:17])[cH:11][c:12]([Cl:14])[n:13]1.[OH-:21].[OH2:28]>>[NH:1]([c:2]1[cH:3][cH:4][cH:5][cH:6][cH:7]1)[c:8]1[n:9][c:10]([C:15]#[C:16][CH3:17])[cH:11][c:12]([N:19]([CH3:18])[CH3:20])[n:13]1. The reactants are O (Water), C([O-])([O-])=O.[K+].[K+] (Potassium carbonate), C(\C=C\C)Cl (trans-crotyl chloride), COC(=O)NC1=CC(=C(C=C1)OC)O (N-methoxycarbonyl-3-hydroxy-4-methoxyaniline). The solvent is CN(C=O)C (dimethylformamide), C(C)(=O)OCC (ethyl acetate). Conditions: time 5 hour. The product is COC(=O)NC1=CC(=C(C=C1)OC)O\C=C\CC (N-methoxycarbonyl-3-(2-trans-butenyl)oxy-4-methoxyaniline). Isolated yield 91.2%. Reaction SMILES: [CH3:1][O:2][C:3]([NH:5][C:6]1[CH:11]=[CH:10][C:9]([O:12][CH3:13])=[C:8]([OH:14])[CH:7]=1)=[O:4].C(=O)([O-])[O-].[K+].[K+].[CH2:21](Cl)/[CH:22]=[CH:23]/[CH3:24].O>CN(C)C=O.C(OCC)(=O)C>[CH3:1][O:2][C:3]([NH:5][C:6]1[CH:11]=[CH:10][C:9]([O:12][CH3:13])=[C:8]([O:14]/[CH:21]=[CH:22]/[CH2:23][CH3:24])[CH:7]=1)=[O:4] |f:1.2.3|. Reported procedure: The N-methoxycarbonyl-3-hydroxy-4-methoxyaniline (34.0 g) was dissolved in dimethylformamide (200 ml). Potassium carbonate (29.0 g) and trans-crotyl chloride (32.2 g) were added to the solution, and the mixture was stirred at room temperature for 5 hours. Water was added to the reaction mixture, and extraction was carried out with ethyl acetate. The extract was washed with saturated saline and dried over sodium sulfate, and the solvent was distilled off under reduced pressure. The crude crystal ... Reactants: CC(NC(=O)C1CCCCN1C(=O)OC(C)(C)C)C(=O)OCc1ccccc1, Cl, C1COCCO1. Product: CC(NC(=O)C1CCCC[NH2+]1)C(=O)OCc1ccccc1, [Cl-]. RXN SMILES: [CH2:1]([c:2]1[cH:3][cH:4][cH:5][cH:6][cH:7]1)[O:8][C:9](=[O:10])[CH:11]([CH3:12])[NH:13][C:14](=[O:15])[CH:16]1[N:17]([C:22]([O:23][C:24]([CH3:25])([CH3:26])[CH3:27])=[O:28])[CH2:18][CH2:19][CH2:20][CH2:21]1.[ClH:29].[O:30]1[CH2:31][CH2:32][O:33][CH2:34][CH2:35]1>>[CH2:1]([c:2]1[cH:3][cH:4][cH:5][cH:6][cH:7]1)[O:8][C:9](=[O:10])[CH:11]([CH3:12])[NH:13][C:14](=[O:15])[CH:16]1[NH2+:17][CH2:18][CH2:19][CH2:20][CH2:21]1.[Cl-:29]. Isolated yield 75.0%. Solvent: C1(=CC=CC=C1)C (toluene). Starting materials: OS(=O)(=O)O (H2SO4), CC1C(C(CCC1)(C)C)O (2,6,6-trimethyl-cyclohexanol), [H-].[Na+] (sodium hydride), O1CC1CCC (1,2-epoxy-pentane). RXN SMILES: [CH3:1][CH:2]1[CH2:7][CH2:6][CH2:5][C:4]([CH3:9])([CH3:8])[CH:3]1[OH:10].[H-].[Na+].[O:13]1[CH:15]([CH2:16][CH2:17][CH3:18])[CH2:14]1.OS(O)(=O)=O>C1(C)C=CC=CC=1>[CH3:1][CH:2]1[CH2:7][CH2:6][CH2:5][C:4]([CH3:9])([CH3:8])[CH:3]1[O:10][CH2:14][CH:15]([OH:13])[CH2:16][CH2:17][CH3:18] |f:1.2|. Reported procedure: A mixture of 2.0 g of 2,6,6-trimethyl-cyclohexanol and 0.354 g of sodium hydride was heated for 24 hours at 80° in 10 ml of anhydrous toluene. 1.2 G of 1,2-epoxy-pentane were then added to the thus obtained solution and heating at 80° was maintained for 24 additional hours. After cooling, the reaction mixture was poured onto crushed iced, acidified with diluted H2SO4, whereupon the organic phase was washed with brine until neutrality. After evaporation of the volatile parts and distillation of t... Yields the product CC1C(C(CCC1)(C)C)OCC(CCC)O (1-(2,6,6-Trimethyl-cyclohex-1-yloxy)-pentan-2-ol).